This data is from the Open Reaction Database (ORD), a public repository of structured organic reaction records. The task is: describe an organic reaction: reactants, conditions, products, and yield Starting materials: CCOC(=O)N1C(=O)c2ccccc2C1=O, CCCCCC, CC#N, CCOc1cc(C(N)CCO)ccc1OC, [Na+], [Na+], O=C([O-])[O-], O. Product: CCOc1cc(C(CCO)N2C(=O)c3ccccc3C2=O)ccc1OC. As a reaction SMILES: [C:23]([N:24]1[C:29](=[O:38])[c:30]2[c:31]([cH:34][cH:35][cH:36][cH:37]2)[C:32]1=[O:33])([O:25][CH2:26][CH3:27])=[O:28].[CH3:39][CH2:40][CH2:41][CH2:42][CH2:43][CH3:44].[CH3:45][C:46]#[N:47].[NH2:1][CH:2]([CH2:3][CH2:4][OH:5])[c:6]1[cH:7][c:8]([O:14][CH2:15][CH3:16])[c:9]([O:12][CH3:13])[cH:10][cH:11]1.[Na+:17].[Na+:18].[O-:19][C:20](=[O:21])[O-:22].[OH2:48]>>[N:1]1([CH:2]([CH2:3][CH2:4][OH:5])[c:6]2[cH:7][c:8]([O:14][CH2:15][CH3:16])[c:9]([O:12][CH3:13])[cH:10][cH:11]2)[C:29](=[O:38])[c:30]2[c:31]([cH:34][cH:35][cH:36][cH:37]2)[C:32]1=[O:33]. Starting materials: C(C)(=O)O[BH-](OC(C)=O)OC(C)=O.[Na+] (sodium triacetoxyborohydride), C1(CCC1)N (cyclobutylamine), C(C)(=O)O (acetic acid), NC1=NC2=CC=C(C=C2C(=N1)C(=O)N1CC2=CC=CC=C2C1)C1=C(C=O)C=CC=C1 (2-[2-amino-4-(1,3-dihydroisoindole-2-carbonyl)quinazolin-6-yl]benzaldehyde). Solvent: ClCCCl (1,2-dichloroethane), O (water), O1CCCC1 (tetrahydrofuran). Run at temperature 60 celsius, time 6 hour. Yields the product NC1=NC2=CC=C(C=C2C(=N1)C(=O)N1CC2=CC=CC=C2C1)C1=C(C=CC=C1)CNC1CCC1 ([2-Amino-6-(2-cyclobutylaminomethylphenyl)quinazolin-4-yl]-(1,3-dihydroisoindol-2-yl)methanone). RXN SMILES: [NH2:1][C:2]1[N:11]=[C:10]([C:12]([N:14]2[CH2:22][C:21]3[C:16](=[CH:17][CH:18]=[CH:19][CH:20]=3)[CH2:15]2)=[O:13])[C:9]2[C:4](=[CH:5][CH:6]=[C:7]([C:23]3[CH:30]=[CH:29][CH:28]=[CH:27][C:24]=3[CH:25]=O)[CH:8]=2)[N:3]=1.[CH:31]1([NH2:35])[CH2:34][CH2:33][CH2:32]1.C(O)(=O)C.C(O[BH-](OC(=O)C)OC(=O)C)(=O)C.[Na+]>ClCCCl.O1CCCC1.O>[NH2:1][C:2]1[N:11]=[C:10]([C:12]([N:14]2[CH2:15][C:16]3[C:21](=[CH:20][CH:19]=[CH:18][CH:17]=3)[CH2:22]2)=[O:13])[C:9]2[C:4](=[CH:5][CH:6]=[C:7]([C:23]3[CH:30]=[CH:29][CH:28]=[CH:27][C:24]=3[CH2:25][NH:35][CH:31]3[CH2:34][CH2:33][CH2:32]3)[CH:8]=2)[N:3]=1 |f:3.4|. Reported procedure: 200 mg of 2-[2-amino-4-(1,3-dihydroisoindole-2-carbonyl)quinazolin-6-yl]benzaldehyde are dissolved in 3 ml of 1,2-dichloroethane and 3 ml of tetrahydrofuran. 106 μl of cyclobutylamine and 35 μl of glacial acetic acid are added, and the mixture is stirred at 60° C. for 6 h. After cooling to 25° C., 226 mg of sodium triacetoxyborohydride are added and stirred at 25° C. for a further 12 h. The mixture is poured into water, extracted three times with dichloromethane, and the combined organic phases ...